This data is from the Open Reaction Database (ORD), a public repository of structured organic reaction records. The task is: describe an organic reaction: reactants, conditions, products, and yield Starting materials: CC(C)(C)OC(=O)N1CCc2onc(C(=O)O)c2C1c1ccccc1, C1CCNCC1, CN1CCOCC1, CN(C)C=O, O. Yields the product CC(C)(C)OC(=O)N1CCc2onc(C(=O)N3CCCCC3)c2C1c1ccccc1. As a reaction SMILES: [C:1]([CH3:2])([CH3:3])([CH3:4])[O:5][C:6](=[O:7])[N:8]1[CH:9]([c:20]2[cH:21][cH:22][cH:23][cH:24][cH:25]2)[c:10]2[c:11]([o:14][n:15][c:16]2[C:17](=[O:18])[OH:19])[CH2:12][CH2:13]1.[CH2:33]1[CH2:34][CH2:35][NH:36][CH2:37][CH2:38]1.[CH3:26][N:27]1[CH2:28][CH2:29][O:30][CH2:31][CH2:32]1.[O:40]=[CH:41][N:42]([CH3:43])[CH3:44].[OH2:39]>>[C:1]([CH3:2])([CH3:3])([CH3:4])[O:5][C:6](=[O:7])[N:8]1[CH:9]([c:20]2[cH:21][cH:22][cH:23][cH:24][cH:25]2)[c:10]2[c:11]([o:14][n:15][c:16]2[C:17](=[O:18])[N:36]2[CH2:35][CH2:34][CH2:33][CH2:38][CH2:37]2)[CH2:12][CH2:13]1. Starting materials: O=C(CCC(=O)O)C1C(CCCC1)=O (4-oxo4-(2-oxocyclohexyl)-n-butyric acid), [H-].[Al+3].[Li+].[H-].[H-].[H-] (lithium aluminum hydride), S(=O)(=O)([O-])[O-].[Mg+2] (magnesium sulfate), CNN (methyl hydrazine), ClC1=CC=C(C=C1)N1CCNCC1 (1-(4-chlorophenyl)piperazine), ClC1=CC=C(C=C1)C1CCNCC1 (4-(4-chlorophenyl)piperidine). The solvent is O1CCCC1.O (tetrahydrofuran water), C(C)(=O)OCC (ethyl acetate), CO (methanol), O1CCCC1 (tetrahydrofuran). Yields the product ClC1=CC=C(C=C1)N1CCN(CC1)CCCC1=NN(C=2CCCCC12)C (3-(3-(4-(4chlorophenyl)piperazin-1-yl)propyl)-4,5,6,7-tetrahydro-1-methyl-1H-indazole). As a reaction SMILES: O=[C:2]([CH:8]1[CH2:13][CH2:12][CH2:11][CH2:10][C:9]1=O)[CH2:3][CH2:4][C:5](O)=O.[Cl:15][C:16]1[CH:21]=[CH:20][C:19]([N:22]2[CH2:27][CH2:26][NH:25][CH2:24][CH2:23]2)=[CH:18][CH:17]=1.ClC1C=CC(C2CCNCC2)=CC=1.[CH3:41][NH:42][NH2:43].[H-].[Al+3].[Li+].[H-].[H-].[H-].S([O-])([O-])(=O)=O.[Mg+2]>CO.O1CCCC1.C(OCC)(=O)C.O1CCCC1.O>[Cl:15][C:16]1[CH:17]=[CH:18][C:19]([N:22]2[CH2:27][CH2:26][N:25]([CH2:5][CH2:4][CH2:3][C:2]3[C:8]4[CH2:13][CH2:12][CH2:11][CH2:10][C:9]=4[N:42]([CH3:41])[N:43]=3)[CH2:24][CH2:23]2)=[CH:20][CH:21]=1 |f:4.5.6.7.8.9,10.11,15.16|. Procedure: This compound could be also obtained by the following method. That is, 4-(4-chlorophenyl)-1-(4-oxo-4-(2-oxocyclohexyl)butyryl)piperazine obtained by using 4-oxo4-(2-oxocyclohexyl)-n-butyric acid and 1-(4-chlorophenyl)piperazine instead of 3-(4,5,6,7-tetrahydro-2H-indazol-3-yl)propionic acid and 4-(4-chlorophenyl)piperidine used in Example 102 was refluxed under heating in a methanol solvent with methyl hydrazine. After the completion of the reaction, the solvent was evaporated under reduced pres...